From a dataset of the Open Reaction Database (ORD), a public repository of structured organic reaction records. describe an organic reaction: reactants, conditions, products, and yield Starting materials: CC(C)C[Al+]CC(C)C, ClCCl, [H-], ON=C1CCC(Sc2ccccc2)CC1. Yields the product c1ccc(SC2CCCNCC2)cc1. As a reaction SMILES: [CH2:17]([Al+:18][CH2:19][CH:20]([CH3:21])[CH3:22])[CH:23]([CH3:24])[CH3:25].[CH2:26]([Cl:27])[Cl:28].[H-:16].[c:1]1([S:7][CH:8]2[CH2:9][CH2:10][C:11](=[N:14][OH:15])[CH2:12][CH2:13]2)[cH:2][cH:3][cH:4][cH:5][cH:6]1>>[c:1]1([S:7][CH:8]2[CH2:9][CH2:10][NH:14][CH2:11][CH2:12][CH2:13]2)[cH:2][cH:3][cH:4][cH:5][cH:6]1. The reactants are ClC1=C(C(=O)OC)C=C(C=C1)Cl (methyl 2,5-dichlorobenzoate), xylenes. Reagents/catalysts: [Cu] (copper). Run in C(CC)(=O)O (Propionic acid). Yields the product ClC=1C=C(C(=O)OC)C=CC1 (methyl 3-chlorobenzoate). The yield is 96.0%. RXN SMILES: Cl[C:2]1[CH:11]=[CH:10][C:9]([Cl:12])=[CH:8][C:3]=1[C:4]([O:6][CH3:7])=[O:5]>[Cu].C(O)(=O)CC>[Cl:12][C:9]1[CH:8]=[C:3]([CH:2]=[CH:11][CH:10]=1)[C:4]([O:6][CH3:7])=[O:5]. Procedure details: A 50-mL round-bottom flask was equipped with a magnetic stir bar, reflux condenser, thermometer, nitrogen inlet, and heating mantle attached to a temperature controller. The flask was charged with methyl 2,5-dichlorobenzoate (5.0 g, 24 mmol) and copper powder (3.04 g, 48 mmol). Propionic acid (10 mL) and xylenes (15 mL) were added, and the resulting mixture was heated to 130°-135° C. The reaction was monitored by GC analysis and was judged to be complete when the starting material was no longer ... The reactants are FC1=C(C=CC(=C1)C1(N(CCN2C1=NS(CC2)(=O)=O)C(=O)OC(C)(C)C)C)C2=CC=CC=C2 (tert-butyl 9-(2-fluorobiphenyl-4-yl)-9-methyl-3,4,6,7-tetrahydropyrazino[2,1-c][1,2,4]thiadiazine-8(9H)-carboxylate 2,2-dioxide), Cl.CCOC(=O)C (HCl EtOAc). Run in CCOC(=O)C (EtOAc). Conditions: time 8 hour. Product: Cl.FC1=C(C=CC(=C1)C1(NCCN2C1=NS(CC2)(=O)=O)C)C2=CC=CC=C2 (9-(2-fluorobiphenyl-4-yl)-9-methyl-3,4,6,7,8,9-hexahydropyrazino[2,1-c][1,2,4]thiadiazine 2,2-dioxide Hydrochloride). Reaction SMILES: [F:1][C:2]1[CH:7]=[C:6]([C:8]2([CH3:27])[C:13]3=[N:14][S:15](=[O:19])(=[O:18])[CH2:16][CH2:17][N:12]3[CH2:11][CH2:10][N:9]2C(OC(C)(C)C)=O)[CH:5]=[CH:4][C:3]=1[C:28]1[CH:33]=[CH:32][CH:31]=[CH:30][CH:29]=1.[ClH:34].CCOC(C)=O>CCOC(C)=O>[ClH:34].[F:1][C:2]1[CH:7]=[C:6]([C:8]2([CH3:27])[C:13]3=[N:14][S:15](=[O:19])(=[O:18])[CH2:16][CH2:17][N:12]3[CH2:11][CH2:10][NH:9]2)[CH:5]=[CH:4][C:3]=1[C:28]1[CH:29]=[CH:30][CH:31]=[CH:32][CH:33]=1 |f:1.2,4.5|. Reported procedure: A suspension of tert-butyl 9-(2-fluorobiphenyl-4-yl)-9-methyl-3,4,6,7-tetrahydropyrazino[2,1-c][1,2,4]thiadiazine-8(9H)-carboxylate 2,2-dioxide (150 mg) and 4 N HCl/EtOAc (5 mL) in EtOAc (5 mL) was stirred at room temperature overnight. After removing solvent, the residue was recrystallized from MeOH to give the title compound (65 mg) as a white solid. Starting materials: C(C)N(C1=C(C=C(C(=C1)OC)OC)[C@H]1CC=2C=CC(=CC2CC1)OC(C(C)(C)C)=O)C(C1=CC=C(C=C1)O)=O (pivalic acid (R)-6-{2-[ethyl(4-hydroxybenzoyl)amino]-4,5-dimethoxyphenyl}-5,6,7,8-tetrahydronaphthalen-2-yl ester), ClCC(=O)N(C)CCCOC (2-chloro-N-(3-methoxypropyl)-N-methylacetamide). Product: C(C)N(C1=C(C=C(C(=C1)OC)OC)[C@H]1CC=2C=CC(=CC2CC1)O)CC1=CC=C(C=C1)OCCN(C)CCCOC ((R)-6-{2-{Ethyl{4-{2-[(3-methoxypropyl)methylamino]ethoxy}benzyl}amino}4,5-dimethoxyphenyl}-5,6,7,8-tetrahydronaphthalen-2-ol). Isolated yield 20.7%. RXN SMILES: [CH2:1]([N:3]([C:31](=O)[C:32]1[CH:37]=[CH:36][C:35]([OH:38])=[CH:34][CH:33]=1)[C:4]1[CH:9]=[C:8]([O:10][CH3:11])[C:7]([O:12][CH3:13])=[CH:6][C:5]=1[C@@H:14]1[CH2:23][CH2:22][C:21]2[CH:20]=[C:19]([O:24]C(=O)C(C)(C)C)[CH:18]=[CH:17][C:16]=2[CH2:15]1)[CH3:2].Cl[CH2:41][C:42]([N:44]([CH2:46][CH2:47][CH2:48][O:49][CH3:50])[CH3:45])=O>>[CH2:1]([N:3]([CH2:31][C:32]1[CH:37]=[CH:36][C:35]([O:38][CH2:41][CH2:42][N:44]([CH2:46][CH2:47][CH2:48][O:49][CH3:50])[CH3:45])=[CH:34][CH:33]=1)[C:4]1[CH:9]=[C:8]([O:10][CH3:11])[C:7]([O:12][CH3:13])=[CH:6][C:5]=1[C@@H:14]1[CH2:15][CH2:16][C:17]2[CH:18]=[C:19]([OH:24])[CH:20]=[CH:21][C:22]=2[CH2:23]1)[CH3:2]. Reported procedure: Synthesized from pivalic acid (R)-6-{2-[ethyl(4-hydroxybenzoyl)amino]-4,5-dimethoxyphenyl}-5,6,7,8-tetrahydronaphthalen-2-yl ester (16 mg) and 2-chloro-N-(3-methoxypropyl)-N-methylacetamide (9.8 mg) according to an analogous synthetic method to Example 404 and purified by LC-MS, the title compound (3.5 mg) was obtained. Reactants: [N+](=O)([O-])C=1C=C2C=CNC2=CC1 (5-nitro-1H-indole), Cl (hydrogen chloride), hydrate, Cl.N1CCC(CC1)=O (4-piperidone hydrochloride). Run in C(C)O (ethanol). Conditions: temperature 0 celsius, time 1 hour. Yields the product Cl.N1CCC(=CC1)C1=CNC2=CC=C(C=C12)[N+](=O)[O-] (3-(1,2,3,6-tetrahydro-4-pyridinyl)-5-nitro-1H-indole hydrochloride). RXN SMILES: [N+:1]([C:4]1[CH:5]=[C:6]2[C:10](=[CH:11][CH:12]=1)[NH:9][CH:8]=[CH:7]2)([O-:3])=[O:2].[ClH:13].Cl.[NH:15]1[CH2:20][CH2:19][C:18](=O)[CH2:17][CH2:16]1>C(O)C>[ClH:13].[NH:15]1[CH2:16][CH:17]=[C:18]([C:7]2[C:6]3[C:10](=[CH:11][CH:12]=[C:4]([N+:1]([O-:3])=[O:2])[CH:5]=3)[NH:9][CH:8]=2)[CH2:19][CH2:20]1 |f:2.3,5.6|. Reported procedure: A mixture of 7.7 g of 5-nitro-1H-indole and 225 ml of ethanol saturated with hydrogen chloride and 22.5 g of the hydrate of 4-piperidone hydrochloride was refluxed for 3 hours under a nitrogen atmosphere and the mixture was then stirred at room temperature for one hour and at 0° C. for another hour. The mixture was filtered and the recovered product was rinsed with iced ethanol, with ethyl acetate and ether to obtain 14 g of raw product. The latter was crystallized from 600 ml of 1-1 methanol-wa... Reactants: C1CCOC1, CO, Cn1cc(C(=O)O)c(Nc2ccc(I)cc2F)cc1=O, NOCCO. Product: Cn1cc(C(=O)NOCCO)c(Nc2ccc(I)cc2F)cc1=O. RXN SMILES: [CH2:28]1[O:29][CH2:30][CH2:31][CH2:32]1.[CH3:26][OH:27].[F:1][c:2]1[c:3]([NH:4][c:5]2[c:6]([C:13](=[O:14])[OH:15])[cH:7][n:8]([CH3:12])[c:9](=[O:11])[cH:10]2)[cH:16][cH:17][c:18]([I:20])[cH:19]1.[NH2:21][O:22][CH2:23][CH2:24][OH:25]>>[F:1][c:2]1[c:3]([NH:4][c:5]2[c:6]([C:13](=[O:15])[NH:21][O:22][CH2:23][CH2:24][OH:25])[cH:7][n:8]([CH3:12])[c:9](=[O:11])[cH:10]2)[cH:16][cH:17][c:18]([I:20])[cH:19]1. Starting materials: COC=1C=C2C=CC(=CC2=CC1)N (6-Methoxy-2-naphthylamine), NH4OAc, BrN1C(CCC1=O)=O (N-Bromosuccinimide). The solvent is CC#N (MeCN), CC#N (MeCN). Product: BrC1=C(C=CC2=CC(=CC=C12)OC)N (1-Bromo-6-methoxy-2-naphthylamine). Yield: 74.4%. As a reaction SMILES: [CH3:1][O:2][C:3]1[CH:4]=[C:5]2[C:10](=[CH:11][CH:12]=1)[CH:9]=[C:8]([NH2:13])[CH:7]=[CH:6]2.[Br:14]N1C(=O)CCC1=O>CC#N>[Br:14][C:9]1[C:10]2[C:5](=[CH:4][C:3]([O:2][CH3:1])=[CH:12][CH:11]=2)[CH:6]=[CH:7][C:8]=1[NH2:13]. Procedure details: 6-Methoxy-2-naphthylamine (400 mg, 1.6 mmol) was suspended in 20 mL of MeCN with 12 mg of NH4OAc (0.16 mmol) and stirred in an ice bath. N-Bromosuccinimide (299 mg, 1.68 mmol) was dissolved in 6 mL of dry MeCN and added slowly over 1 hour (h). The reaction was stirred for an additional hour at 0° C., then adsorbed onto Celite, concentrated under reduced pressure and subjected to silica gel chromatography eluting with 0→60% EtOAc in heptanes to yield 300 mg of an orange solid. 7.94 (d, 1H); 7.55 ... Reactants: Cl (hydrochloric acid), COCOCC=1C2C(C(CC1)C2)(C)C (rac-2-[(methoxymethoxy)methyl]-6,6-dimethylbicyclo[3.1.1]hept-2-ene), B.O1CCCC1 (borane tetrahydrofuran), N (ammonia), Cl[O-].[Na+] (sodium hypochlorite). Run in O1CCCC1 (tetrahydrofuran). Reaction conditions: time 1 day. The product is COCOCC1C2C(C(CC1O)C2)(C)C (rac-2-[(methoxymethoxy)methyl]-6,6-dimethylbicyclo[3.1.1]heptan-3-ol). Reaction SMILES: [CH3:1][O:2][CH2:3][O:4][CH2:5][C:6]1[CH:7]2[CH2:12][CH:9]([CH2:10][CH:11]=1)[C:8]2([CH3:14])[CH3:13].B.[O:16]1CCCC1.N.Cl[O-].[Na+].Cl>O1CCCC1>[CH3:1][O:2][CH2:3][O:4][CH2:5][CH:6]1[CH:11]([OH:16])[CH2:10][CH:9]2[CH2:12][CH:7]1[C:8]2([CH3:14])[CH3:13] |f:1.2,4.5|. Procedure: To rac-2-[(methoxymethoxy)methyl]-6,6-dimethylbicyclo[3.1.1]hept-2-ene (3.00 g, 15.3 mmol) in tetrahydrofuran (25 mL), a borane-tetrahydrofuran complex (0.99 M in tetrahydrofuran, 12 mL) was added gradually dropwise at 0° C., and then the resulting reaction solution was warmed to room temperature and stirred for 1 days. The reaction solution was cooled to 0° C., and 28 mass % aqueous ammonia (2 mL) and about 8 mass % aqueous sodium hypochlorite (28 g) were added gradually dropwise successively. ...